From a dataset of the Open Reaction Database (ORD), a public repository of structured organic reaction records. describe an organic reaction: reactants, conditions, products, and yield Starting materials: C(C)OC(C=CC1=CC(=CC=C1)NC(C1=C(C=CC(=C1)Br)F)=O)=O (3-[3-(5-Bromo-2-fluoro-benzoylamino)-phenyl]-acrylic acid ethyl ester), ClC=1C=C(C=CC1)B(O)O (3-chloro-phenylboronic acid). Product: C(C)OC(C=CC1=CC(=CC=C1)NC(=O)C=1C=C(C=CC1F)C1=CC(=CC=C1)Cl)=O (3-{3-[(3′-Chloro-4-fluoro-biphenyl-3-carbonyl)-amino]-phenyl}-acrylic acid ethyl ester). Reaction SMILES: [CH2:1]([O:3][C:4](=[O:24])[CH:5]=[CH:6][C:7]1[CH:12]=[CH:11][CH:10]=[C:9]([NH:13][C:14](=[O:23])[C:15]2[CH:20]=[C:19](Br)[CH:18]=[CH:17][C:16]=2[F:22])[CH:8]=1)[CH3:2].[Cl:25][C:26]1[CH:27]=[C:28](B(O)O)[CH:29]=[CH:30][CH:31]=1>>[CH2:1]([O:3][C:4](=[O:24])[CH:5]=[CH:6][C:7]1[CH:12]=[CH:11][CH:10]=[C:9]([NH:13][C:14]([C:15]2[CH:20]=[C:19]([C:30]3[CH:29]=[CH:28][CH:27]=[C:26]([Cl:25])[CH:31]=3)[CH:18]=[CH:17][C:16]=2[F:22])=[O:23])[CH:8]=1)[CH3:2]. Procedure details: The phenyl bromide (141) (100 mg, 0.26 mmol) was coupled to 3-chloro-phenylboronic acid (40 mg, 0.26 mmol) using Method E. The residue was purified by column chromatography eluting with 10% EtOAc in heptane to give the title compound.